This data is from the Open Reaction Database (ORD), a public repository of structured organic reaction records. The task is: describe an organic reaction: reactants, conditions, products, and yield Reactants: CC(=O)N1CC(CCBr)c2ccccc21, C1COCCO1, CO, C1CCOC1, c1cc(-c2ccc3[nH]ccc3c2)ccn1. The product is [Br-], CC(=O)N1CC(CC[n+]2ccc(-c3ccc4[nH]ccc4c3)cc2)c2ccccc21. Reaction SMILES: [Br:16][CH2:17][CH2:18][CH:19]1[CH2:20][N:21]([C:28]([CH3:29])=[O:30])[c:22]2[cH:23][cH:24][cH:25][cH:26][c:27]21.[CH2:31]1[O:32][CH2:33][CH2:34][O:35][CH2:36]1.[CH3:42][OH:43].[O:37]1[CH2:38][CH2:39][CH2:40][CH2:41]1.[n:1]1[cH:2][cH:3][c:4](-[c:7]2[cH:8][c:9]3[cH:10][cH:11][nH:12][c:13]3[cH:14][cH:15]2)[cH:5][cH:6]1>>[Br-:16].[n+:1]1([CH2:17][CH2:18][CH:19]2[CH2:20][N:21]([C:28]([CH3:29])=[O:30])[c:22]3[cH:23][cH:24][cH:25][cH:26][c:27]32)[cH:2][cH:3][c:4](-[c:7]2[cH:8][c:9]3[cH:10][cH:11][nH:12][c:13]3[cH:14][cH:15]2)[cH:5][cH:6]1. Reactants: CC(=O)NCC1CCN(C(C)c2ccccc2)C1C(N)=O, CO, O. Yields the product CC(=O)NCC1CCNC1C(N)=O. RXN SMILES: [C:1]([CH3:2])(=[O:3])[NH:4][CH2:5][CH:6]1[CH:7]([C:19](=[O:20])[NH2:21])[N:8]([CH:11]([c:12]2[cH:13][cH:14][cH:15][cH:16][cH:17]2)[CH3:18])[CH2:9][CH2:10]1.[CH3:23][OH:24].[OH2:22]>>[C:1]([CH3:2])(=[O:3])[NH:4][CH2:5][CH:6]1[CH:7]([C:19](=[O:20])[NH2:21])[NH:8][CH2:9][CH2:10]1. The reactants are OC=1C=C(C=O)C=CC1OC(F)F (3-hydroxy-4-difluoromethoxybenzaldehyde), C([O-])([O-])=O.[K+].[K+] (potassium carbonate), BrC1CCCC1 (bromocyclopentane). The solvent is CN(C=O)C (dimethylformamide). Reaction conditions: temperature 50 celsius. Yields the product C1(CCCC1)OC=1C=C(C=O)C=CC1OC(F)F (3-Cyclopentyloxy-4-difluoromethoxybenzaldehyde). As a reaction SMILES: [OH:1][C:2]1[CH:3]=[C:4]([CH:7]=[CH:8][C:9]=1[O:10][CH:11]([F:13])[F:12])[CH:5]=[O:6].C(=O)([O-])[O-].[K+].[K+].Br[CH:21]1[CH2:25][CH2:24][CH2:23][CH2:22]1>CN(C)C=O>[CH:21]1([O:1][C:2]2[CH:3]=[C:4]([CH:7]=[CH:8][C:9]=2[O:10][CH:11]([F:12])[F:13])[CH:5]=[O:6])[CH2:25][CH2:24][CH2:23][CH2:22]1 |f:1.2.3|. Reported procedure: To a mixture of 3-hydroxy-4-difluoromethoxybenzaldehyde (2.9 g,.15 mmol) and powdered potassium carbonate (3.2 g, 23 mmol) in dimethylformamide (15 mL) under an argon atmosphere was added bromocyclopentane (2.5 mL, 23 mmol) and the mixture was stirred and heated at 50° C. for 1 h and at 80°-85° C. for 1.5 h. The mixture was allowed to cool and was partitioned between ethyl acetate and water. The organic extract was washed three times with water, was dried (sodium sulfate) and the solvent was rem...